describe an organic reaction: reactants, conditions, products, and yield From a dataset of the Open Reaction Database (ORD), a public repository of structured organic reaction records. Starting materials: C, CCOC(=O)CCN(C)C(=O)c1ccc([N+](=O)[O-])cc1, CCO, C1CCOC1, [Pd]. Yields the product CCOC(=O)CCN(C)C(=O)c1ccc(N)cc1. RXN SMILES: [C:26].[CH3:1][N:2]([CH2:3][CH2:4][C:5](=[O:6])[O:7][CH2:8][CH3:9])[C:10]([c:11]1[cH:12][cH:13][c:14]([N+:17]([O-:18])=[O:19])[cH:15][cH:16]1)=[O:20].[CH3:28][CH2:29][OH:30].[O:21]1[CH2:22][CH2:23][CH2:24][CH2:25]1.[Pd:27]>>[CH3:1][N:2]([CH2:3][CH2:4][C:5](=[O:6])[O:7][CH2:8][CH3:9])[C:10]([c:11]1[cH:12][cH:13][c:14]([NH2:17])[cH:15][cH:16]1)=[O:20]. Reactants: [Al+3], N#CCCCNCc1ccccc1, [H-], [H-], [H-], [H-], [Li+], [Na+], C1CCOC1, [OH-], O. Yields the product NCCCCNCc1ccccc1. Reaction SMILES: [Al+3:2].[C:7](#[N:8])[CH2:9][CH2:10][CH2:11][NH:12][CH2:13][c:14]1[cH:15][cH:16][cH:17][cH:18][cH:19]1.[H-:1].[H-:4].[H-:5].[H-:6].[Li+:3].[Na+:22].[O:23]1[CH2:24][CH2:25][CH2:26][CH2:27]1.[OH-:21].[OH2:20]>>[CH2:7]([NH2:8])[CH2:9][CH2:10][CH2:11][NH:12][CH2:13][c:14]1[cH:15][cH:16][cH:17][cH:18][cH:19]1. The product is CCOC(=O)CN1C(=S)CN=C(c2ccccc2)c2cc(C(F)(F)F)ccc21. As a reaction SMILES: [CH2:1]([CH3:2])[O:3][C:4]([CH2:5][N:6]1[C:7](=[O:27])[CH2:8][N:9]=[C:10]([c:21]2[cH:22][cH:23][cH:24][cH:25][cH:26]2)[c:11]2[c:12]1[cH:13][cH:14][c:15]([C:17]([F:18])([F:19])[F:20])[cH:16]2)=[O:28].[CH2:50]([Cl:51])[Cl:52].[OH2:49].[P:29]12(=[S:30])[S:31][P:32]3(=[S:42])[S:33][P:34](=[S:40])([S:35][P:36](=[S:39])([S:37]3)[S:38]1)[S:41]2.[cH:43]1[cH:44][cH:45][n:46][cH:47][cH:48]1>>[CH2:1]([CH3:2])[O:3][C:4]([CH2:5][N:6]1[C:7](=[S:30])[CH2:8][N:9]=[C:10]([c:21]2[cH:22][cH:23][cH:24][cH:25][cH:26]2)[c:11]2[c:12]1[cH:13][cH:14][c:15]([C:17]([F:18])([F:19])[F:20])[cH:16]2)=[O:28]. The reactants are CCOC(=O)CN1C(=O)CN=C(c2ccccc2)c2cc(C(F)(F)F)ccc21, ClCCl, O, S=P12SP3(=S)SP(=S)(S1)SP(=S)(S2)S3, c1ccncc1. Starting materials: CCC(=O)OCOC(=O)Cl, CCC(C)O, CN1CCOCC1, ClC(Cl)Cl. Product: CCC(=O)OCOC(=O)OC(C)CC. As a reaction SMILES: [C:13]([O:14][CH2:15][O:16][C:17]([CH2:18][CH3:19])=[O:20])(=[O:21])[Cl:22].[CH3:1][CH:2]([CH2:3][CH3:4])[OH:5].[CH3:6][N:7]1[CH2:8][CH2:9][O:10][CH2:11][CH2:12]1.[Cl:23][CH:24]([Cl:25])[Cl:26]>>[CH3:1][CH:2]([CH2:3][CH3:4])[O:5][C:13]([O:14][CH2:15][O:16][C:17]([CH2:18][CH3:19])=[O:20])=[O:21]. Reactants: [C-]#N, CC[Al+]CC, Cc1ccccc1, COc1ccc2c(c1)CCC1=C2C(=O)CC2(C)C(OC3CCCCO3)CCC12, [Na+], [OH-]. Product: COc1ccc2c(c1)CCC1(C#N)C2C(=O)CC2(C)C(OC3CCCCO3)CCC21. RXN SMILES: [C-:1]#[N:2].[CH2:3]([Al+:4][CH2:5][CH3:6])[CH3:7].[CH3:38][c:39]1[cH:40][cH:41][cH:42][cH:43][cH:44]1.[CH3:8][O:9][c:10]1[cH:11][c:12]2[c:25]([cH:26][cH:27]1)[C:24]1=[C:15]([CH2:14][CH2:13]2)[CH:16]2[CH2:17][CH2:18][CH:19]([O:29][CH:30]3[O:31][CH2:32][CH2:33][CH2:34][CH2:35]3)[C:20]2([CH3:21])[CH2:22][C:23]1=[O:28].[Na+:37].[OH-:36]>>[C:1](#[N:2])[C:15]12[CH2:14][CH2:13][c:12]3[cH:11][c:10]([O:9][CH3:8])[cH:27][cH:26][c:25]3[CH:24]1[C:23](=[O:28])[CH2:22][C:20]1([CH3:21])[CH:16]2[CH2:17][CH2:18][CH:19]1[O:29][CH:30]1[O:31][CH2:32][CH2:33][CH2:34][CH2:35]1. The reactants are BrC1=C2C=CNC2=CC=C1 (4-bromoindole), FC(OC1=CC=C(C=C1)B(O)O)(F)F (4-trifluoromethoxyphenylboronic acid), [OH-].[Na+] (sodium hydroxide). Reagents/catalysts: [Pd] (Palladium). Run in C1CCOC1 (THF), C(C)(=O)OCC (ethyl acetate). Run at temperature 75 celsius, time 16 hour. Product: FC(OC=1C=C(C=CC1)C1=C2C=CNC2=CC=C1)(F)F (4-(3-Trifluoromethoxy-phenyl)-1H-indole). The yield is 87.4%. Reaction SMILES: Br[C:2]1[CH:10]=[CH:9][CH:8]=[C:7]2[C:3]=1[CH:4]=[CH:5][NH:6]2.[F:11][C:12]([F:24])([F:23])[O:13][C:14]1[CH:19]=[CH:18][C:17](B(O)O)=[CH:16][CH:15]=1.[OH-].[Na+]>C1COCC1.[Pd].C(OCC)(=O)C>[F:11][C:12]([F:23])([F:24])[O:13][C:14]1[CH:15]=[C:16]([C:2]2[CH:10]=[CH:9][CH:8]=[C:7]3[C:3]=2[CH:4]=[CH:5][NH:6]3)[CH:17]=[CH:18][CH:19]=1 |f:2.3|. Procedure: To a mixture of 4-bromoindole (4.50 g, 22.95 mmol), and 4-trifluoromethoxyphenylboronic acid (4.73 g, 22.95 mmol) in THF (78 mL)) were added Palladium catalyst Pd(PPh3)4 (795.6 mg, 0.69 mmol) and the freshly prepared sodium hydroxide solution (2.75 g, 68.9 mmol in 32 mL water). The system was degassed and then charged with nitrogen. The degas procedure was repeated for three times. The mixture was stirred under nitrogen at 75° C. oil bath for 16 hours. TLC showed the completion of the coupling r...